This data is from the Open Reaction Database (ORD), a public repository of structured organic reaction records. The task is: describe an organic reaction: reactants, conditions, products, and yield Starting materials: CCOC(=O)c1c(C)nc(-c2ccc(OC(F)(F)F)cc2)n1C1CC1, CCO, [Na+], [OH-]. Product: Cc1nc(-c2ccc(OC(F)(F)F)cc2)n(C2CC2)c1C(=O)O. Reaction SMILES: [CH2:1]([CH3:2])[O:3][C:4](=[O:5])[c:6]1[n:7]([CH:23]2[CH2:24][CH2:25]2)[c:8](-[c:12]2[cH:13][cH:14][c:15]([O:18][C:19]([F:20])([F:21])[F:22])[cH:16][cH:17]2)[n:9][c:10]1[CH3:11].[CH3:28][CH2:29][OH:30].[Na+:27].[OH-:26]>>[O:3]=[C:4]([OH:5])[c:6]1[n:7]([CH:23]2[CH2:24][CH2:25]2)[c:8](-[c:12]2[cH:13][cH:14][c:15]([O:18][C:19]([F:20])([F:21])[F:22])[cH:16][cH:17]2)[n:9][c:10]1[CH3:11]. The reactants are N(=NC(=O)OC(C)C)C(=O)OC(C)C (diisopropyl azodicarboxylate), C(C)(C)(C)OC(=O)N1CCC(CC1)N1N=CC(=C1)C1=COC2=C1C=NC(=C2O)[N+](=O)[O-] (4-[4-(7-hydroxy-6-nitrofuro[3,2-c]pyridin-3-yl)pyrazol-1-yl]piperidine-1-carboxylic acid tert-butyl ester), ClC=1C=CC=2N(N1)C(=NN2)[C@@H](C)O ((R)-1-(6-chloro[1,2,4]triazolo[4,3-b]pyridazin-3-yl)ethanol), C1(=CC=CC=C1)P(C1=CC=CC=C1)C1=CC=CC=C1 (triphenylphosphine). The reagents and catalysts are Cl (HCl), [Fe] (iron). The solvent is C1CCOC1 (THF), CCO (EtOH). Run at temperature 40 celsius. The product is ClC=1C=CC=2N(N1)C(=NN2)[C@H](C)OC=2C1=C(C=NC2N)C(=CO1)C=1C=NN(C1)C1CCNCC1 (7-[(S)-1-(6-Chloro[1,2,4]triazolo[4,3-b]pyridazin-3-yl)ethoxy]-3-(1-piperidin-4-yl-1H-pyrazol-4-yl)furo[3,2-c]pyridin-6-ylamine). RXN SMILES: C(OC([N:8]1[CH2:13][CH2:12][CH:11]([N:14]2[CH:18]=[C:17]([C:19]3[C:23]4[CH:24]=[N:25][C:26]([N+:29]([O-])=O)=[C:27](O)[C:22]=4[O:21][CH:20]=3)[CH:16]=[N:15]2)[CH2:10][CH2:9]1)=O)(C)(C)C.[Cl:32][C:33]1[CH:34]=[CH:35][C:36]2[N:37]([C:39]([C@H:42]([OH:44])[CH3:43])=[N:40][N:41]=2)[N:38]=1.C1(P(C2C=CC=CC=2)C2C=CC=CC=2)C=CC=CC=1.N(C(OC(C)C)=O)=NC(OC(C)C)=O>Cl.[Fe].CCO.C1COCC1>[Cl:32][C:33]1[CH:34]=[CH:35][C:36]2[N:37]([C:39]([C@@H:42]([O:44][C:27]3[C:22]4[O:21][CH:20]=[C:19]([C:17]5[CH:16]=[N:15][N:14]([CH:11]6[CH2:12][CH2:13][NH:8][CH2:9][CH2:10]6)[CH:18]=5)[C:23]=4[CH:24]=[N:25][C:26]=3[NH2:29])[CH3:43])=[N:40][N:41]=2)[N:38]=1. Procedure: To a mixture of 4-[4-(7-hydroxy-6-nitrofuro[3,2-c]pyridin-3-yl)pyrazol-1-yl]piperidine-1-carboxylic acid tert-butyl ester (50.0 mg, 0.116 mmol), (R)-1-(6-chloro[1,2,4]triazolo[4,3-b]pyridazin-3-yl)ethanol (46.2 mg, 0.233 mmol), triphenylphosphine (122 mg, 0.466 mmol) and THF (5 mL) under nitrogen at rt was added diisopropyl azodicarboxylate (0.09 mL, 0.466 mmol) dropwise. The solution was heated to 40° C. overnight. The solvent was removed in vacuo, and EtOH (8 mL), iron powder (60 mg, 1 mmol) a...